From a dataset of the Open Reaction Database (ORD), a public repository of structured organic reaction records. describe an organic reaction: reactants, conditions, products, and yield Reactants: COC1=CC=C(C(=O)Cl)C=C1 (4-methoxybenzoyl chloride), N1(CCNCC1)C=1N=CC2=CC=CC=C2C1 (3-(piperazin-1-yl)-isoquinoline). Run in O (water), N1=CC=CC=C1 (pyridine). Conditions: time 1 hour. Product: COC1=CC=C(C(=O)N2CCN(CC2)C=2N=CC3=CC=CC=C3C2)C=C1 (3-(4-(4-Methoxybenzoyl)-piperazin-1-yl)-isoquinoline). As a reaction SMILES: [CH3:1][O:2][C:3]1[CH:11]=[CH:10][C:6]([C:7](Cl)=[O:8])=[CH:5][CH:4]=1.[N:12]1([C:18]2[N:19]=[CH:20][C:21]3[C:26]([CH:27]=2)=[CH:25][CH:24]=[CH:23][CH:22]=3)[CH2:17][CH2:16][NH:15][CH2:14][CH2:13]1>N1C=CC=CC=1.O>[CH3:1][O:2][C:3]1[CH:11]=[CH:10][C:6]([C:7]([N:15]2[CH2:16][CH2:17][N:12]([C:18]3[N:19]=[CH:20][C:21]4[C:26]([CH:27]=3)=[CH:25][CH:24]=[CH:23][CH:22]=4)[CH2:13][CH2:14]2)=[O:8])=[CH:5][CH:4]=1. Procedure: 9.38 g of 4-methoxybenzoyl chloride are added dropwise to 10 g of 3-(piperazin-1-yl)-isoquinoline, dissolved in 40 ml of pyridine. After stirring for 1 hour at room temperature, the mixture is diluted with water and extracted with ethyl acetate. The ethyl acetate phase is dried and the solvent is removed by evaporation. 5.8 g, melting point 156°-159° C., can be isolated. Reactants: C=C(C)CCl, C1CCOC1, CCOC(C)(O)OCC, [H-], [Na+]. The product is C=C(C)COC(C)(OCC)OCC. RXN SMILES: [CH2:12]([C:13]([CH3:14])=[CH2:15])[Cl:16].[CH2:17]1[O:18][CH2:19][CH2:20][CH2:21]1.[CH2:3]([CH3:4])[O:5][C:6]([CH3:7])([OH:8])[O:9][CH2:10][CH3:11].[H-:2].[Na+:1]>>[CH2:3]([CH3:4])[O:5][C:6]([CH3:7])([O:8][CH2:12][C:13]([CH3:14])=[CH2:15])[O:9][CH2:10][CH3:11]. Starting materials: NC1=NC=C(C(=C1C#N)C)C#C[Si](C)(C)C (2-amino-3-cyano-4-methyl-5-(trimethylsilylethynyl)pyridine), C([O-])([O-])=O.[K+].[K+] (potassium carbonate). Solvent: CO (methanol). Product: NC1=NC=C(C(=C1C#N)C)C#C (2-amino-3-cyano-4-methyl-5-ethynylpyridine). RXN SMILES: [NH2:1][C:2]1[C:7]([C:8]#[N:9])=[C:6]([CH3:10])[C:5]([C:11]#[C:12][Si](C)(C)C)=[CH:4][N:3]=1.C(=O)([O-])[O-].[K+].[K+]>CO>[NH2:1][C:2]1[C:7]([C:8]#[N:9])=[C:6]([CH3:10])[C:5]([C:11]#[CH:12])=[CH:4][N:3]=1 |f:1.2.3|. Reported procedure: In another variation in the method to the 2,4-diamino-5,6-disubstituted-5-deazapteridines described above, 2-amino-3-cyano-5-iodo-4-methylpyridine is reacted with trimethylsilylacetylene in the presence of copper(I) iodide and bis(triphenylphosphine)palladium(II) chloride under basic conditions in acetonitrile, affording 2-amino-3-cyano-4-methyl-5-(trimethylsilylethynyl)pyridine. The 5-(trimethysilylethynyl)pyridine is in turn treated with potassium carbonate in methanol, yielding the correspond... The reactants are [Al+3], O=C([O-])O, CCCCCCN1CC2C(C1=O)C2(C)c1cccc(-c2cnc[nH]2)c1, CCOC(C)=O, [H-], [H-], [H-], [H-], [Li+], [Na+], [Na+], C1CCOC1, [OH-]. Product: CCCCCCN1CC2C(C1)C2(C)c1cccc(-c2cnc[nH]2)c1. RXN SMILES: [Al+3:27].[C:34](=[O:35])([O-:36])[OH:37].[CH2:1]([CH2:2][CH2:3][CH2:4][CH2:5][CH3:6])[N:7]1[C:8](=[O:25])[CH:9]2[C:10]([CH3:13])([c:14]3[cH:15][c:16](-[c:20]4[cH:21][n:22][cH:23][nH:24]4)[cH:17][cH:18][cH:19]3)[CH:11]2[CH2:12]1.[CH3:44][CH2:45][O:46][C:47](=[O:48])[CH3:49].[H-:26].[H-:29].[H-:30].[H-:31].[Li+:28].[Na+:33].[Na+:38].[O:39]1[CH2:40][CH2:41][CH2:42][CH2:43]1.[OH-:32]>>[CH2:1]([CH2:2][CH2:3][CH2:4][CH2:5][CH3:6])[N:7]1[CH2:8][CH:9]2[C:10]([CH3:13])([c:14]3[cH:15][c:16](-[c:20]4[cH:21][n:22][cH:23][nH:24]4)[cH:17][cH:18][cH:19]3)[CH:11]2[CH2:12]1. The reactants are [Al+3], C1CCOC1, CNC(=O)C1CCc2ccccc21, [H-], [H-], [H-], [H-], [Li+], [Na+], [OH-], O. Product: CNCC1CCc2ccccc21. As a reaction SMILES: [Al+3:2].[CH2:20]1[O:21][CH2:22][CH2:23][CH2:24]1.[CH3:7][NH:8][C:9](=[O:10])[CH:11]1[CH2:12][CH2:13][c:14]2[cH:15][cH:16][cH:17][cH:18][c:19]21.[H-:1].[H-:4].[H-:5].[H-:6].[Li+:3].[Na+:26].[OH-:25].[OH2:27]>>[CH3:7][NH:8][CH2:9][CH:11]1[CH2:12][CH2:13][c:14]2[cH:15][cH:16][cH:17][cH:18][c:19]21. Starting materials: [BH3-]C#N, Cn1nc(N)c2cc(C(F)(F)F)cnc21, CO, [Na+], O=CC(=O)O. Product: Cn1nc(NCC(=O)O)c2cc(C(F)(F)F)cnc21. RXN SMILES: [C:21]([BH3-:22])#[N:23].[CH3:1][n:2]1[n:3][c:4]([NH2:15])[c:5]2[c:6]1[n:7][cH:8][c:9]([C:11]([F:12])([F:13])[F:14])[cH:10]2.[CH3:25][OH:26].[Na+:24].[O:16]=[CH:17][C:18](=[O:19])[OH:20]>>[CH3:1][n:2]1[n:3][c:4]([NH:15][CH2:17][C:18](=[O:19])[OH:20])[c:5]2[c:6]1[n:7][cH:8][c:9]([C:11]([F:12])([F:13])[F:14])[cH:10]2. Starting materials: N1(CCCCCC1)[C@@H]1C[C@H](C1)C=1SC2=C(N1)C=CC(=C2)Br (Trans-2-(3-azepan-1-ylcyclobutyl)-6-bromo-1,3-benzothiazole), N1=CN=CC(=C1)B(O)O (pyrimidine-5-boronic acid), BrC1=CC2=C(N=C(S2)[C@@H]2C[C@H](C2)N2[C@@H](CCC2)C)C=C1 (Trans-6-bromo-2-{3-[(2R)-2-methylpyrrolidin-1-yl]cyclobutyl}-1,3-benzothiazole), CC1=NC(=CC=C1B1OC(C(O1)(C)C)(C)C)C (2,6-dimethyl-3-(4,4,5,5-tetramethyl-[1,3,2]dioxaborolan-2-yl)-pyridine). Product: N1(CCCCCC1)[C@@H]1C[C@H](C1)C=1SC2=C(N1)C=CC(=C2)C=2C(=NC(=CC2)C)C (Trans-2-(3-azepan-1-ylcyclobutyl)-6-(2,6-dimethylpyridin-3-yl)-1,3-benzothiazole). RXN SMILES: [N:1]1([C@H:8]2[CH2:11][C@H:10]([C:12]3[S:13][C:14]4[CH:20]=[C:19](Br)[CH:18]=[CH:17][C:15]=4[N:16]=3)[CH2:9]2)[CH2:7][CH2:6][CH2:5][CH2:4][CH2:3][CH2:2]1.BrC1C=CC2N=C([C@H]3[CH2:33][C@H:32]([N:34]4[CH2:38][CH2:37][CH2:36][C@H:35]4[CH3:39])C3)SC=2C=1.CC1C(B2OC(C)(C)C(C)(C)O2)=CC=C(C)N=1.N1C=C(B(O)O)C=NC=1>>[N:1]1([C@H:8]2[CH2:11][C@H:10]([C:12]3[S:13][C:14]4[CH:20]=[C:19]([C:38]5[C:32]([CH3:33])=[N:34][C:35]([CH3:39])=[CH:36][CH:37]=5)[CH:18]=[CH:17][C:15]=4[N:16]=3)[CH2:9]2)[CH2:7][CH2:6][CH2:5][CH2:4][CH2:3][CH2:2]1. Procedure details: The title compound was prepared according to the procedure described in Example 1F, except for substituting the product of Example 71A for the product of Example 1E, and substituting Example 2A (2,6-dimethyl-3-(4,4,5,5-tetramethyl-[1,3,2]dioxaborolan-2-yl)-pyridine) for pyrimidine-5-boronic acid. 1H NMR (500 MHz, CDCl3) δ ppm 8.02 (d, J=8.54 Hz, 1H) 7.76 (d, J=1.53 Hz, 1H) 7.46 (d, J=7.63 Hz, 1H) 7.39 (dd, J=8.24, 1.83 Hz, 1H) 7.07 (d, J=7.63 Hz, 1H) 3.78-3.86 (m, 1H) 3.32-3.43 (m, 1H) 2.59 (s, ... Starting materials: C1(=CC=CC=C1)C(N1C=NC(=C1)CCCO)(C1=CC=CC=C1)C1=CC=CC=C1 (3-(1-triphenylmethyl-1H-imidazol-4-yl)propanol), OC1=CC=C(C=C1)CC(CC)=O ((4-hydroxyphenyl)butanone). Product: N1C=NC(=C1)CCCOC1=CC=C(C=C1)CC(CC)=O ((4-(3-(1H-Imidazol-4-yl)propyloxy)phenyl)butanone). Reaction SMILES: C1(C(C2C=CC=CC=2)(C2C=CC=CC=2)[N:8]2[CH:12]=[C:11]([CH2:13][CH2:14][CH2:15]O)[N:10]=[CH:9]2)C=CC=CC=1.[OH:29][C:30]1[CH:35]=[CH:34][C:33]([CH2:36][C:37](=[O:40])[CH2:38][CH3:39])=[CH:32][CH:31]=1>>[NH:8]1[CH:12]=[C:11]([CH2:13][CH2:14][CH2:15][O:29][C:30]2[CH:31]=[CH:32][C:33]([CH2:36][C:37](=[O:40])[CH2:38][CH3:39])=[CH:34][CH:35]=2)[N:10]=[CH:9]1. Procedure: 5 mmol of 3-(1-triphenylmethyl-1H-imidazol-4-yl)propanol and 6 mmol (4-hydroxyphenyl)butanone are treated as described in Example 76.